The task is: describe an organic reaction: reactants, conditions, products, and yield. This data is from the Open Reaction Database (ORD), a public repository of structured organic reaction records. The reactants are OC1(CCCC2=C(C=CC=C12)OC)C(=O)OC (1-Hydroxy-5-methoxytetralin-1-yl-carboxylic Acid, Methyl Ester), O[Li].O (LiOH.H2O). The product is OC1(CCCC2=C(C=CC=C12)OC)C(=O)O (1-Hydroxy-5-methoxytetralin-1-yl-carboxylic Acid). As a reaction SMILES: [OH:1][C:2]1([C:14]([O:16]C)=[O:15])[C:11]2[C:6](=[C:7]([O:12][CH3:13])[CH:8]=[CH:9][CH:10]=2)[CH2:5][CH2:4][CH2:3]1.O[Li].O>>[OH:1][C:2]1([C:14]([OH:16])=[O:15])[C:11]2[C:6](=[C:7]([O:12][CH3:13])[CH:8]=[CH:9][CH:10]=2)[CH2:5][CH2:4][CH2:3]1 |f:1.2|. Reported procedure: Prepared according to the method described in Example 1(ii) above from 1-hydroxy-5-methoxytetralin-1-yl-carboxylic acid, methyl ester (1.11 g; 4.7 mmol; from step (i) above) and LiOH.H2O (0.395 g; 9.4 mmol). Yield 460 mg (36%).